From a dataset of the Open Reaction Database (ORD), a public repository of structured organic reaction records. describe an organic reaction: reactants, conditions, products, and yield Reactants: Intermediate 27, BrC=1C=NC(=NC1)Cl (5-bromo-2-chloropyrimidine), Cl.FC1CNC1 (3-fluoroazetidine hydrogen chloride salt). Product: BrC=1C=NC(=NC1)N1CC(C1)F (5-bromo-2-(3-fluoroazetidin-1-yl)pyrimidine). Reaction SMILES: [Br:1][C:2]1[CH:3]=[N:4][C:5](Cl)=[N:6][CH:7]=1.Cl.[F:10][CH:11]1[CH2:14][NH:13][CH2:12]1>>[Br:1][C:2]1[CH:3]=[N:4][C:5]([N:13]2[CH2:14][CH:11]([F:10])[CH2:12]2)=[N:6][CH:7]=1 |f:1.2|. Procedure details: The title compound was prepared following a procedure analogous to that described for Intermediate 27 using 5-bromo-2-chloropyrimidine and 3-fluoroazetidine hydrogen chloride salt. LC (method 5): tR=1.33 min; Mass spectrum (ESI+): m/z=232/234 (Br) [M+H]+. Starting materials: 3, BrC1=CC(=CC(=C1)C(F)(F)F)F (1-bromo-3-fluoro-5-(trifluoromethyl)benzene), ClC=1C=CC(=NC1)C#N (5-chloropicolinenitrile), CCOCC (ether), [Li]CCCC (nBuLi), CCOCC (ether). Run in hexanes, CCCCCC (hexane). Reaction conditions: temperature -78 celsius, time 30 minute. Yields the product ClC=1C=CC(=NC1)C(=O)C1=CC(=CC(=C1)C(F)(F)F)F ((5-chloropyridin-2-yl)(3-fluoro-5-(trifluoromethyl)phenyl)methanone). Isolated yield 75.0%. As a reaction SMILES: Br[C:2]1[CH:7]=[C:6]([C:8]([F:11])([F:10])[F:9])[CH:5]=[C:4]([F:12])[CH:3]=1.[Li]CCCC.[Cl:18][C:19]1[CH:20]=[CH:21][C:22]([C:25]#N)=[N:23][CH:24]=1.CC[O:29]CC>CCCCCC>[Cl:18][C:19]1[CH:20]=[CH:21][C:22]([C:25]([C:2]2[CH:7]=[C:6]([C:8]([F:11])([F:10])[F:9])[CH:5]=[C:4]([F:12])[CH:3]=2)=[O:29])=[N:23][CH:24]=1. Procedure details: At −78° C. under Ar a dry 250 ml 3 neck flask was charged with 1-bromo-3-fluoro-5-(trifluoromethyl)benzene (4.5 g, 0.018 mol). Dry ether (100 mL) was added and to the stirred solution, nBuLi (9.2 mL, 0.018 mol) was added dropwise via airtight syringe through a rubber septum. The resulting pale orange colored solution was stirred at −78° C. for 30 min. 5-chloropicolinenitrile (2.5 g, 0.018 mol) was then added as a thick slurry in dry ether (approx 10 mL) via wide neck funnel. The resulting soluti... Starting materials: FC(C(C(C(C(C(C(C(C(C(F)(F)F)(F)F)(F)F)(F)F)(F)F)(F)F)(F)F)(F)F)(F)F)(CCO)F (2-(perfluorodecyl)ethanol). Reagents/catalysts: [Pd] (Pd-C). Yields the product C(CCCCCCCCCCC)OCCC(C(C(C(C(C(C(C(C(C(F)(F)F)(F)F)(F)F)(F)F)(F)F)(F)F)(F)F)(F)F)(F)F)(F)F (dodecyl{2-(perfluorodecyl)ethyl}ether). The yield is 193.3%. As a reaction SMILES: [F:1][C:2]([F:34])([CH2:31][CH2:32][OH:33])[C:3]([F:30])([F:29])[C:4]([F:28])([F:27])[C:5]([F:26])([F:25])[C:6]([F:24])([F:23])[C:7]([F:22])([F:21])[C:8]([F:20])([F:19])[C:9]([F:18])([F:17])[C:10]([F:16])([F:15])[C:11]([F:14])([F:13])[F:12]>[Pd]>[CH2:11]([O:33][CH2:32][CH2:31][C:2]([F:34])([F:1])[C:3]([F:29])([F:30])[C:4]([F:27])([F:28])[C:5]([F:25])([F:26])[C:6]([F:24])([F:23])[C:7]([F:21])([F:22])[C:8]([F:20])([F:19])[C:9]([F:18])([F:17])[C:10]([F:16])([F:15])[C:11]([F:14])([F:13])[F:12])[CH2:10][CH2:9][CH2:8][CH2:7][CH2:6][CH2:5][CH2:4][CH2:3][CH2:2][CH2:31][CH3:32]. Procedure: In the same manner as in Example 1, except that 2-(perfluorodecyl)ethanol 16.9 g (0.03 mol) was used instead of 2-(perfluorooctyl)ethanol and the amount of 5% Pd-C (pH 6.8) to be added was 0.34 g, reaction was carried out to obtain the objective dodecyl{2-(perfluorodecyl)ethyl}ether 21.1 g (0.029 mol) as a white solid. Isolation yield was 96%. Reactants: S(O)(O)(=O)=O (sulfuric acid), C(C)(C)(C)P(C(C)(C)C)Cl (di-tert-butylphosphinous chloride), C(C)(C)(C)P(C(C)(C)C)Cl (di-tert-butylphosphinous chloride), Grignard reagent, BrC1=C(C=CC=C1)C (2-bromotoluene), [Mg] (magnesium). The reagents and catalysts are [Cu]Cl (copper(I) chloride). The solvent is O1CCCC1 (tetrahydrofuran), O1CCCC1 (tetrahydrofuran), C1(=CC=CC=C1)C (toluene). Reaction conditions: time 4 hour. The product is C(C)(C)(C)P(C1=C(C=CC=C1)C)C(C)(C)C (di-tert-butyl(2-methylphenyl)phosphine). Isolated yield 91.0%. Reaction SMILES: Br[C:2]1[CH:7]=[CH:6][CH:5]=[CH:4][C:3]=1[CH3:8].[Mg].[C:10]([P:14](Cl)[C:15]([CH3:18])([CH3:17])[CH3:16])([CH3:13])([CH3:12])[CH3:11].S(=O)(=O)(O)O>O1CCCC1.[Cu]Cl.C1(C)C=CC=CC=1>[C:10]([P:14]([C:15]([CH3:18])([CH3:17])[CH3:16])[C:2]1[CH:7]=[CH:6][CH:5]=[CH:4][C:3]=1[CH3:8])([CH3:13])([CH3:12])[CH3:11]. Procedure details: In a 500 ml four-necked flask thoroughly purged with nitrogen, a Grignard reagent solution previously prepared from 20.5 g (0.12 mol) of 2-bromotoluene and 3.1 g (0.13 mol) of metallic magnesium in a mixed solvent of 100 ml of tetrahydrofuran and 40 ml of toluene, and 0.05 g (0.0005 mol (corresponding to 0.5% by mol)) of copper(I) chloride were placed. To the contents of the flask, a solution of 18.1 g (0.10 mol) of di-tert-butylphosphinous chloride in 30 ml of tetrahydrofuran was dropwise added... The reactants are C1(=CC=CC=C1)S(=O)(=O)N1C(=CC=2C1=NC=C(C2)OC)C(=CC2CCCC2)C2=CC=C(C=C2)S(=O)(=O)C (1-benzenesulfonyl-2-[2-cyclopentyl-1-(4-methanesulfonyl-phenyl)-vinyl]-5-methoxy-1H-pyrrolo[2,3-b]pyridine), [F-].C(CCC)[N+](CCCC)(CCCC)CCCC (tetrabutylammonium fluoride). Solvent: C(C)(=O)OCC (ethyl acetate), O1CCCC1 (tetrahydrofuran), O1CCCC1 (tetrahydrofuran). Yields the product C1(CCCC1)C=C(C1=CC=C(C=C1)S(=O)(=O)C)C1=CC=2C(=NC=C(C2)OC)N1 (2-[2-cyclopentyl-1-(4-methanesulfonyl-phenyl)-vinyl]-5-methoxy-1H-pyrrolo[2,3-b]pyridine). The yield is 98.4%. RXN SMILES: C1(S([N:10]2[C:14]3=[N:15][CH:16]=[C:17]([O:19][CH3:20])[CH:18]=[C:13]3[CH:12]=[C:11]2[C:21]([C:28]2[CH:33]=[CH:32][C:31]([S:34]([CH3:37])(=[O:36])=[O:35])=[CH:30][CH:29]=2)=[CH:22][CH:23]2[CH2:27][CH2:26][CH2:25][CH2:24]2)(=O)=O)C=CC=CC=1.[F-].C([N+](CCCC)(CCCC)CCCC)CCC>O1CCCC1.C(OCC)(=O)C>[CH:23]1([CH:22]=[C:21]([C:11]2[NH:10][C:14]3=[N:15][CH:16]=[C:17]([O:19][CH3:20])[CH:18]=[C:13]3[CH:12]=2)[C:28]2[CH:33]=[CH:32][C:31]([S:34]([CH3:37])(=[O:36])=[O:35])=[CH:30][CH:29]=2)[CH2:27][CH2:26][CH2:25][CH2:24]1 |f:1.2|. Procedure details: A solution of 1-benzenesulfonyl-2-[2-cyclopentyl-1-(4-methanesulfonyl-phenyl)-vinyl]-5-methoxy-1H-pyrrolo[2,3-b]pyridine (536 mg, 1 mmol) in tetrahydrofuran (0.5 mL) and a tetrabutylammonium fluoride solution in tetrahydrofuran (1 M, 2 mL, 2 mmol) was stirred at room temperature for 12 h. The mixture was then diluted with ethyl acetate (150 mL), and washed with a saturated aqueous ammonium chloride solution, brine, dried over anhydrous sodium sulfate and concentrated in vacuo to afford 2-[2-cycl... Reactants: ClC=1C(=NC=C(C1)C(F)(F)F)C(=O)O (3-chloro-5-trifluoromethyl-2-pyridinecarboxylic acid), S(=O)(Cl)Cl (thionyl chloride). Reaction conditions: temperature 25 celsius, time 4 hour. Product: ClC=1C(=NC=C(C1)C(F)(F)F)C(=O)Cl (3-Chloro-5-trifluoromethyl-2-pyridinecarboxylic Acid Chloride). RXN SMILES: [Cl:1][C:2]1[C:3]([C:12]([OH:14])=O)=[N:4][CH:5]=[C:6]([C:8]([F:11])([F:10])[F:9])[CH:7]=1.S(Cl)([Cl:17])=O>>[Cl:1][C:2]1[C:3]([C:12]([Cl:17])=[O:14])=[N:4][CH:5]=[C:6]([C:8]([F:11])([F:10])[F:9])[CH:7]=1. Procedure: 89.3 g of 3-chloro-5-trifluoromethyl-2-pyridinecarboxylic acid (Example P3) are slowly heated to reflux with 60 ml of thionyl chloride and the mixture is then stirred at that temperature for 4 hours, after which it is cooled to 25° C. and concentrated to dryness in vacuo. Twice, toluene is added and the mixture is again concentrated to dryness. 94.0 g of the desired product are obtained in the form of a yellow residue.